This data is from the Open Reaction Database (ORD), a public repository of structured organic reaction records. The task is: describe an organic reaction: reactants, conditions, products, and yield The reactants are O (Water), BrC1=C(C=CC(=C1)C)I (2-bromo-1-iodo-4-methyl-benzene), C(C)OP(OCC)(=O)C(F)(F)Br ((bromo-difluoro-methyl)-phosphonic acid diethyl ester). Reagents/catalysts: [Cu]Br (copper (I) bromide), [Zn] (zinc). Solvent: CN(C(C)=O)C (N,N-dimethylacetamide), CN(C(C)=O)C (N,N-dimethylacetamide). Run at time 3 hour. The product is C(C)OP(OCC)(=O)C(F)(F)C1=C(C=C(C=C1)C)Br ([(2-Bromo-4-methyl-phenyl)-difluoro-methyl]-phosphonic acid diethyl ester). Isolated yield 82.3%. Reaction SMILES: [CH2:1]([O:3][P:4]([C:9](Br)([F:11])[F:10])(=[O:8])[O:5][CH2:6][CH3:7])[CH3:2].[Br:13][C:14]1[CH:19]=[C:18]([CH3:20])[CH:17]=[CH:16][C:15]=1I.O>CN(C)C(=O)C.[Zn].[Cu]Br>[CH2:1]([O:3][P:4]([C:9]([C:15]1[CH:16]=[CH:17][C:18]([CH3:20])=[CH:19][C:14]=1[Br:13])([F:11])[F:10])(=[O:8])[O:5][CH2:6][CH3:7])[CH3:2]. Procedure: A solution of (bromo-difluoro-methyl)-phosphonic acid diethyl ester (25.00 g, 93.6 mmol) in N,N-dimethylacetamide (50 mL) was added drop wise into a suspension of activated zinc (6.12 g, 93.6 mmol) under Argon. The reaction was initiated by heating and kept under 50° C. After the mixture was stirred for 3 h, copper (I) bromide (13.43 g, 93.6 mmol) was added and stirred for 1 h. A solution of 2-bromo-1-iodo-4-methyl-benzene (11.88 g, 40.0 mmol) in N,N-dimethylacetamide (25 mL) was added slowly to...